From a dataset of the Open Reaction Database (ORD), a public repository of structured organic reaction records. describe an organic reaction: reactants, conditions, products, and yield Starting materials: C1CCOC1, COC(=O)c1cc(OC)cc(-c2ccccc2)c1, [Li+], [OH-], O, O. Product: COc1cc(C(=O)O)cc(-c2ccccc2)c1. As a reaction SMILES: [CH2:22]1[O:23][CH2:24][CH2:25][CH2:26]1.[CH3:1][O:2][C:3](=[O:4])[c:5]1[cH:6][c:7](-[c:13]2[cH:14][cH:15][cH:16][cH:17][cH:18]2)[cH:8][c:9]([O:11][CH3:12])[cH:10]1.[Li+:20].[OH-:19].[OH2:21].[OH2:27]>>[O:2]=[C:3]([OH:4])[c:5]1[cH:6][c:7](-[c:13]2[cH:14][cH:15][cH:16][cH:17][cH:18]2)[cH:8][c:9]([O:11][CH3:12])[cH:10]1. Reactants: FC1=C(C(=CC=C1)F)NS(=O)(=O)C1=NN2C(C(=CC=C2)Cl)=N1 (N-(2,6-Difluorophenyl)-8-chloro[1,2,4]triazolo[1,5-a]pyridine-2-sulfonamide), C[O-].[K+] (potassium methoxide), C[O-].[Na+] (sodium methoxide), C[O-].[Na+] (sodium methoxide), CS(=O)C (dimethyl sulfoxide). Solvent: C(C)(=O)O (acetic acid), CO (methanol), C(C)(=O)O (acetic acid), CO (methanol), ClCCl (dichloromethane), ClCCl (dichloromethane). Reaction conditions: time 8 hour. Product: FC1=C(C(=CC=C1)F)NS(=O)(=O)C1=NN2C(C(=CC=C2)OC)=N1 (N-(2,6-Difluorophenyl)-8-methoxy[1,2,4]triazolo[1,5-a]pyridine-2-sulfonamide). RXN SMILES: [F:1][C:2]1[CH:7]=[CH:6][CH:5]=[C:4]([F:8])[C:3]=1[NH:9][S:10]([C:13]1[N:22]=[C:16]2[C:17](Cl)=[CH:18][CH:19]=[CH:20][N:15]2[N:14]=1)(=[O:12])=[O:11].[CH3:23][O-:24].[Na+].CS(C)=O.C[O-].[K+]>CO.ClCCl.C(O)(=O)C>[F:1][C:2]1[CH:7]=[CH:6][CH:5]=[C:4]([F:8])[C:3]=1[NH:9][S:10]([C:13]1[N:22]=[C:16]2[C:17]([O:24][CH3:23])=[CH:18][CH:19]=[CH:20][N:15]2[N:14]=1)(=[O:12])=[O:11] |f:1.2,4.5|. Procedure details: N-(2,6-Difluorophenyl)-8-chloro[1,2,4]triazolo[1,5-a]pyridine-2-sulfonamide (0.8 g, 0. 0023 mol) and 25 percent sodium methoxide in methanol (1.6 mL, 0.37 g, 0.007 mol) were combined with 20 mL of dimethyl sulfoxide and the resulting solution was stirred at ambient temperature overnight. Another 1.6 mL of 25 percent sodium methoxide in methanol was added and the reaction mixture was stirred another 3 days. The mixture was then acidified with acetic acid and diluted with dichloromethane. The resu...